describe an organic reaction: reactants, conditions, products, and yield From a dataset of the Open Reaction Database (ORD), a public repository of structured organic reaction records. Reactants: CN1C=CC2=CC=CC=C12 (1-methylindole), [Cl-].ClC=1C=C(C=[N+](C)C)C=CC1 ((3-chloro-benzylidene)-dimethyl-ammonium chloride), ClC=1C=C(C=O)C=CC1 (3-chloro-benzaldehyde), CNC (dimethylamine). RXN SMILES: [CH3:1][N:2]1[C:10]2[C:5](=[CH:6][CH:7]=[CH:8][CH:9]=2)[CH:4]=[CH:3]1.[Cl-].[Cl:12][C:13]1[CH:14]=[C:15]([CH:20]=[CH:21][CH:22]=1)[CH:16]=[N+:17]([CH3:19])[CH3:18].ClC1C=C(C=CC=1)C=O.CNC>>[Cl:12][C:13]1[CH:14]=[C:15]([CH:16]([N:17]([CH3:19])[CH3:18])[C:4]2[C:5]3[C:10](=[CH:9][CH:8]=[CH:7][CH:6]=3)[N:2]([CH3:1])[CH:3]=2)[CH:20]=[CH:21][CH:22]=1 |f:1.2|. Reported procedure: The preparation was carried out in accordance with general synthesis instructions 4 from 1-methylindole and (3-chloro-benzylidene)-dimethyl-ammonium chloride, which had been prepared in accordance with example 24 from 3-chloro-benzaldehyde and dimethylamine. Product: ClC=1C=C(C=CC1)C(C1=CN(C2=CC=CC=C12)C)N(C)C ([(3-Chloro-phenyl)-(1-methyl-1H-indol-3-yl)-methyl]-dimethyl-amine). Starting materials: CS(=O)(=O)Cl, ClCCl, Nc1nccn2c(CC3CCNCC3)nc(-c3ccc4ccc(-c5ccccc5)nc4c3)c12. Yields the product CS(=O)(=O)N1CCC(Cc2nc(-c3ccc4ccc(-c5ccccc5)nc4c3)c3c(N)nccn23)CC1. RXN SMILES: [CH3:34][S:35]([Cl:36])(=[O:37])=[O:38].[Cl:39][CH2:40][Cl:41].[c:1]1(-[c:7]2[n:8][c:9]3[cH:10][c:11](-[c:17]4[n:18][c:19]([CH2:27][CH:28]5[CH2:29][CH2:30][NH:31][CH2:32][CH2:33]5)[n:20]5[c:21]4[c:22]([NH2:26])[n:23][cH:24][cH:25]5)[cH:12][cH:13][c:14]3[cH:15][cH:16]2)[cH:2][cH:3][cH:4][cH:5][cH:6]1>>[c:1]1(-[c:7]2[n:8][c:9]3[cH:10][c:11](-[c:17]4[n:18][c:19]([CH2:27][CH:28]5[CH2:29][CH2:30][N:31]([S:35]([CH3:34])(=[O:37])=[O:38])[CH2:32][CH2:33]5)[n:20]5[c:21]4[c:22]([NH2:26])[n:23][cH:24][cH:25]5)[cH:12][cH:13][c:14]3[cH:15][cH:16]2)[cH:2][cH:3][cH:4][cH:5][cH:6]1.